From a dataset of the Open Reaction Database (ORD), a public repository of structured organic reaction records. describe an organic reaction: reactants, conditions, products, and yield Starting materials: CC[SiH](CC)CC, O=C(O)c1cc(C(O)c2ccc(Cl)cc2)c2ccccn2c1=O, ClCCl, O, O=C(O)C(F)(F)F. Product: O=C(O)c1cc(Cc2ccc(Cl)cc2)c2ccccn2c1=O. RXN SMILES: [CH2:24]([SiH:25]([CH2:26][CH3:27])[CH2:28][CH3:29])[CH3:30].[Cl:1][c:2]1[cH:3][cH:4][c:5]([CH:8]([c:9]2[cH:10][c:11]([C:20](=[O:21])[OH:22])[c:12](=[O:19])[n:13]3[cH:14][cH:15][cH:16][cH:17][c:18]23)[OH:23])[cH:6][cH:7]1.[Cl:39][CH2:40][Cl:41].[OH2:38].[OH:31][C:32]([C:33]([F:34])([F:35])[F:36])=[O:37]>>[Cl:1][c:2]1[cH:3][cH:4][c:5]([CH2:8][c:9]2[cH:10][c:11]([C:20](=[O:21])[OH:22])[c:12](=[O:19])[n:13]3[cH:14][cH:15][cH:16][cH:17][c:18]23)[cH:6][cH:7]1. The reactants are C1CCOC1, CC(C)CCON=O, COC(=O)c1snc(-c2ccc(Cl)cc2)c1N. Product: COC(=O)c1cc(-c2ccc(Cl)cc2)ns1. Reaction SMILES: [CH2:26]1[O:27][CH2:28][CH2:29][CH2:30]1.[CH3:18][CH:19]([CH2:20][CH2:21][O:22][N:23]=[O:24])[CH3:25].[CH3:1][O:2][C:3](=[O:4])[c:5]1[c:6]([NH2:17])[c:7](-[c:10]2[cH:11][cH:12][c:13]([Cl:16])[cH:14][cH:15]2)[n:8][s:9]1>>[CH3:1][O:2][C:3](=[O:4])[c:5]1[cH:6][c:7](-[c:10]2[cH:11][cH:12][c:13]([Cl:16])[cH:14][cH:15]2)[n:8][s:9]1. Starting materials: Cc1ccc(-c2cnc(Nc3cccc4c3CC(=O)CC4)o2)cc1, O=C1CCc2cccc(Nc3ncc(-c4ccc(C(F)(F)F)cc4)o3)c2C1. The product is Cc1ccc(-c2cnc(Nc3cccc4c3CC(O)CC4)o2)cc1. Reaction SMILES: [CH3:1][c:2]1[cH:3][cH:4][c:5](-[c:8]2[cH:9][n:10][c:11]([NH:13][c:14]3[cH:15][cH:16][cH:17][c:18]4[c:23]3[CH2:22][C:21](=[O:24])[CH2:20][CH2:19]4)[o:12]2)[cH:6][cH:7]1.[F:25][C:26]([F:27])([F:28])[c:29]1[cH:30][cH:31][c:32](-[c:33]2[o:34][c:35]([NH:36][c:37]3[cH:38][cH:39][cH:40][c:41]4[c:42]3[CH2:43][C:44](=[O:45])[CH2:46][CH2:47]4)[n:48][cH:49]2)[cH:50][cH:51]1>>[CH3:1][c:2]1[cH:3][cH:4][c:5](-[c:8]2[cH:9][n:10][c:11]([NH:13][c:14]3[cH:15][cH:16][cH:17][c:18]4[c:23]3[CH2:22][CH:21]([OH:24])[CH2:20][CH2:19]4)[o:12]2)[cH:6][cH:7]1.